Dataset: the Open Reaction Database (ORD), a public repository of structured organic reaction records. Task: describe an organic reaction: reactants, conditions, products, and yield The reactants are Nc1cccc2c1COC(NC1CCc3ccccc31)=N2, Cl, O=S(=O)(Cl)c1cc(F)cc(F)c1, c1ccncc1. Product: O=S(=O)(Nc1cccc2c1COC(NC1CCc3ccccc31)=N2)c1cc(F)cc(F)c1. RXN SMILES: [CH:1]1([NH:10][C:11]2=[N:16][c:15]3[c:14]([c:20]([NH2:21])[cH:19][cH:18][cH:17]3)[CH2:13][O:12]2)[CH2:2][CH2:3][c:4]2[cH:5][cH:6][cH:7][cH:8][c:9]21.[ClH:34].[F:22][c:23]1[cH:24][c:25]([S:30](=[O:31])(=[O:32])[Cl:33])[cH:26][c:27]([F:29])[cH:28]1.[cH:35]1[cH:36][cH:37][n:38][cH:39][cH:40]1>>[CH:1]1([NH:10][C:11]2=[N:16][c:15]3[c:14]([c:20]([NH:21][S:30]([c:25]4[cH:24][c:23]([F:22])[cH:28][c:27]([F:29])[cH:26]4)(=[O:31])=[O:32])[cH:19][cH:18][cH:17]3)[CH2:13][O:12]2)[CH2:2][CH2:3][c:4]2[cH:5][cH:6][cH:7][cH:8][c:9]21. The reactants are CCOC(=O)CBr, O=C([O-])O, CCOC(C)=O, CS(C)=O, [K+], c1cc2n(n1)CCN2, O. The product is CCOC(=O)CN1CCn2nccc21. RXN SMILES: [Br:9][CH2:10][C:11](=[O:12])[O:13][CH2:14][CH3:15].[C:16](=[O:17])([OH:18])[O-:19].[CH3:21][CH2:22][O:23][C:24](=[O:25])[CH3:26].[CH3:27][S:28]([CH3:29])=[O:30].[K+:20].[NH:1]1[CH2:2][CH2:3][n:4]2[n:5][cH:6][cH:7][c:8]21.[OH2:31]>>[N:1]1([CH2:10][C:11](=[O:12])[O:13][CH2:14][CH3:15])[CH2:2][CH2:3][n:4]2[n:5][cH:6][cH:7][c:8]21. Reactants: C(C)C1=C2C(=C(S1)C(CCC1=CC(=C(C(=C1)C)CCCO)C)=O)CCC(C2)(C)C (1-(3-ethyl-5,5-dimethyl-4,5,6,7-tetrahydro-benzo[c]thiophen-1-yl)-3-[4-(3-hydroxy-propyl)-3,5-dimethyl-phenyl]-propan-1-one), CCN(C(C)C)C(C)C (DIPEA), CS(=O)(=O)Cl (methanesulfonylchloride). Run in C(Cl)Cl (DCM), C(Cl)Cl (DCM). Conditions: time 1.5 hour. The product is C(C)C1=C2C(=C(S1)C(CCC1=CC(=C(C(=C1)C)CCCOS(=O)(=O)C)C)=O)CCC(C2)(C)C (methanesulfonic acid 3-{4-[3-(3-ethyl-5,5-dimethyl-4,5,6,7-tetrahydro-benzo[c]thiophen-1-yl)-3-oxo-propyl]-2,6-dimethyl-phenyl}-propyl ester). Yield: 102.5%. As a reaction SMILES: [CH2:1]([C:3]1[S:7][C:6]([C:8](=[O:23])[CH2:9][CH2:10][C:11]2[CH:16]=[C:15]([CH3:17])[C:14]([CH2:18][CH2:19][CH2:20][OH:21])=[C:13]([CH3:22])[CH:12]=2)=[C:5]2[CH2:24][CH2:25][C:26]([CH3:29])([CH3:28])[CH2:27][C:4]=12)[CH3:2].CCN(C(C)C)C(C)C.[CH3:39][S:40](Cl)(=[O:42])=[O:41]>C(Cl)Cl>[CH2:1]([C:3]1[S:7][C:6]([C:8](=[O:23])[CH2:9][CH2:10][C:11]2[CH:16]=[C:15]([CH3:17])[C:14]([CH2:18][CH2:19][CH2:20][O:21][S:40]([CH3:39])(=[O:42])=[O:41])=[C:13]([CH3:22])[CH:12]=2)=[C:5]2[CH2:24][CH2:25][C:26]([CH3:28])([CH3:29])[CH2:27][C:4]=12)[CH3:2]. Procedure: A solution of 1-(3-ethyl-5,5-dimethyl-4,5,6,7-tetrahydro-benzo[c]thiophen-1-yl)-3-[4-(3-hydroxy-propyl)-3,5-dimethyl-phenyl]-propan-1-one (135 mg, 0.328 mmol, Example 335) in DCM is treated with DIPEA (70 mg, 0.525 mmol) followed by methanesulfonylchloride (45 mg, 0.394 mmol). The mixture is stirred at rt for 1.5 h before it is diluted with DCM and washed with 0.5 M aq. citric acid solution followed by brine. The organic extract is dried over MgSO4, filtered and the solvent of the filtrate is ev... Starting materials: O (H2O), COC1=CC=C2C(=C(C(OC2=C1)=O)C1=CC=C(C=C1)C(F)(F)F)CC1=CC=C(C=C1)OC(C(C)(C)C)=O (2,2-Dimethyl-propionic acid 4-(7-methoxy-2-oxo-3-(4-trifluoromethyl-phenyl)-2H-chromen-4-ylmethyl)-phenyl ester), BrBr (Br2), BrBr (Br2). Solvent: CC(=O)O (AcOH). Reaction conditions: time 16 hour. The product is BrC=1C=C2C(=C(C(OC2=CC1OC)=O)C1=CC=C(C=C1)C(F)(F)F)CC1=CC=C(C=C1)OC(C(C)(C)C)=O (2,2-Dimethyl-propionic acid 4-(6-bromo-7-methoxy-2-oxo-3-(4-trifluoromethyl-phenyl)-2H-chromen-4-ylmethyl)-phenyl ester). Yield: 74.8%. As a reaction SMILES: [CH3:1][O:2][C:3]1[CH:12]=[C:11]2[C:6]([C:7]([CH2:24][C:25]3[CH:30]=[CH:29][C:28]([O:31][C:32](=[O:37])[C:33]([CH3:36])([CH3:35])[CH3:34])=[CH:27][CH:26]=3)=[C:8]([C:14]3[CH:19]=[CH:18][C:17]([C:20]([F:23])([F:22])[F:21])=[CH:16][CH:15]=3)[C:9](=[O:13])[O:10]2)=[CH:5][CH:4]=1.[Br:38]Br.O>CC(O)=O>[Br:38][C:4]1[CH:5]=[C:6]2[C:11](=[CH:12][C:3]=1[O:2][CH3:1])[O:10][C:9](=[O:13])[C:8]([C:14]1[CH:15]=[CH:16][C:17]([C:20]([F:22])([F:23])[F:21])=[CH:18][CH:19]=1)=[C:7]2[CH2:24][C:25]1[CH:26]=[CH:27][C:28]([O:31][C:32](=[O:37])[C:33]([CH3:34])([CH3:36])[CH3:35])=[CH:29][CH:30]=1. Reported procedure: A mixture of 2,2-dimethyl-propionic acid 4-(7-methoxy-2-oxo-3-(4-trifluoromethyl-phenyl)-2H-chromen-4-ylmethyl)-phenyl ester from step C (820 mg, 1.61 mmol) and Br2 (83 μL, 1.61 mmol) in AcOH (15 mL) was stirred at room temperature for 16 h. Another portion of Br2 (80 μL, 1.55 mmol) was added, and stirring was continued for 6 h. The mixture was poured into H2O, and the aqueous layer was extracted with CH2Cl2 (2×). The combined organic layers were washed with brine, dried (MgSO4) and concentrated... Reactants: C1(CCCCC1)C1=C(CO)C=CC=C1 (2-cyclohexylbenzyl alcohol), P(Br)(Br)Br (PBr3). The solvent is C(Cl)Cl (CH2Cl2). Product: C1(CCCCC1)C1=C(CBr)C=CC=C1 (2-cyclohexylbenzyl bromide). Isolated yield 79.0%. Reaction SMILES: [CH:1]1([C:7]2[CH:14]=[CH:13][CH:12]=[CH:11][C:8]=2[CH2:9]O)[CH2:6][CH2:5][CH2:4][CH2:3][CH2:2]1.P(Br)(Br)[Br:16]>C(Cl)Cl>[CH:1]1([C:7]2[CH:14]=[CH:13][CH:12]=[CH:11][C:8]=2[CH2:9][Br:16])[CH2:6][CH2:5][CH2:4][CH2:3][CH2:2]1. Reported procedure: According to example 17, 3.36 g of 2-cyclohexylbenzyl alcohol was treated with 0.59 mL of PBr3 in 25 mL of anhydrous CH2Cl2 to afford 3.90 g of crude product (90% pure by 1H-NMR). This material was vacuum distilled via short path (1.0 mmHg, 117-120° C.) to afford 3.54 g (79%) of 2-cyclohexylbenzyl bromide as a clear liquid.